Dataset: the Open Reaction Database (ORD), a public repository of structured organic reaction records. Task: describe an organic reaction: reactants, conditions, products, and yield The reactants are FC1=CC=C(COC2=C(C=C(C(=O)N3CCN(CC3)CCO)C=C2)CC(C)C)C=C1 (1-[4-(4-fluorobenzyloxy)-3-isobutylbenzoyl]-4-(2-hydroxyethyl) piperazine), C(C1=CC=2OCOC2C=C1)(=O)Cl (piperonyloyl chloride). The solvent is ClCCl (dichloromethane), C(C)N(CC)CC (triethylamine). Run at time 12 hour. Yields the product FC1=CC=C(COC2=C(C=C(C(=O)N3CCN(CC3)CCOC(C3=CC=4OCOC4C=C3)=O)C=C2)CC(C)C)C=C1 (1-[4-(4-fluorobenzyloxy)-3-isobutylbenzoyl]-4-[2-(piperonyloyloxy)ethyl]piperazine). The yield is 72.5%. As a reaction SMILES: [F:1][C:2]1[CH:30]=[CH:29][C:5]([CH2:6][O:7][C:8]2[CH:24]=[CH:23][C:11]([C:12]([N:14]3[CH2:19][CH2:18][N:17]([CH2:20][CH2:21][OH:22])[CH2:16][CH2:15]3)=[O:13])=[CH:10][C:9]=2[CH2:25][CH:26]([CH3:28])[CH3:27])=[CH:4][CH:3]=1.[C:31](Cl)(=[O:41])[C:32]1[CH:40]=[CH:39][C:38]2[O:37][CH2:36][O:35][C:34]=2[CH:33]=1>ClCCl.C(N(CC)CC)C>[F:1][C:2]1[CH:3]=[CH:4][C:5]([CH2:6][O:7][C:8]2[CH:24]=[CH:23][C:11]([C:12]([N:14]3[CH2:19][CH2:18][N:17]([CH2:20][CH2:21][O:22][C:31](=[O:41])[C:32]4[CH:40]=[CH:39][C:38]5[O:37][CH2:36][O:35][C:34]=5[CH:33]=4)[CH2:16][CH2:15]3)=[O:13])=[CH:10][C:9]=2[CH2:25][CH:26]([CH3:28])[CH3:27])=[CH:29][CH:30]=1. Procedure details: 1-[4-(4-fluorobenzyloxy)-3-isobutylbenzoyl]-4-(2-hydroxyethyl) piperazine (1.95 g) was dissolved in a mixture of dichloromethane (30 ml) and triethylamine (1.04 ml) and then, while being cooled with ice, piperonyloyl chloride (0.93 g) was added thereto dropwise. After being stirred for 12 hours at room temperature, the reaction mixture was washed with saturated aqueous sodium hydrogencarbonate solution and saturated brine successively, dried over sodium sulfate anhydride, and then concentrated u... The yield is 90.0%. Reaction SMILES: C([N:8]1[CH:12]2[CH:13]3[N:17]([CH:18]([C:32]4[CH:37]=[CH:36][CH:35]=[C:34]([O:38][CH3:39])[CH:33]=4)[C:19]4[CH:31]=[CH:30][C:22]([C:23]([N:25]([CH2:28][CH3:29])[CH2:26][CH3:27])=[O:24])=[CH:21][CH:20]=4)[CH:16]([CH:9]1[CH2:10][CH2:11]2)[CH2:15][CH2:14]3)C1C=CC=CC=1.C(N1C2C3N(C(C4C=CC=C(OC)C=4)C4C=CC(C(N5CCCC5)=O)=CC=4)C(CC2)C1CC3)C1C=CC=CC=1>>[CH:13]12[CH2:11][CH2:10][CH:9]3[CH:16]([CH2:15][CH2:14][CH:12]1[NH:8]3)[N:17]2[CH:18]([C:32]1[CH:37]=[CH:36][CH:35]=[C:34]([O:38][CH3:39])[CH:33]=1)[C:19]1[CH:20]=[CH:21][C:22]([C:23]([N:25]2[CH2:26][CH2:27][CH2:29][CH2:28]2)=[O:24])=[CH:30][CH:31]=1. The product is C12N(C3CCC2NC3CC1)C(C1=CC=C(C=C1)C(=O)N1CCCC1)C1=CC(=CC=C1)OC ({4-[(2,7-diazatricyclo[4.4.0.03,8]dec-2-yl)-(3-methoxyphenyl)methyl]phenyl}-pyrrolidin-1-yl-methanone). Procedure: The procedure of Example 5.1 was repeated, but using in place of the compound prepared in Example 4.1 the compound {4-[(7-benzyl-2,7-diazatricyclo[4.4.0.03,8]dec-2-yl)-(3-methoxyphenyl)methyl]phenyl}-pyrrolidin-1-yl-methanone of Example 4.8. The compound {4-[(2,7-diazatricyclo[4.4.0.03,8]dec-2-yl)-(3-methoxyphenyl)methyl]phenyl}-pyrrolidin-1-yl-methanone was obtained. Yield: 90%; IR (nujol) (λ=cm−1) 1680 (C═O), 3100 (NH); 1H-NMR (CDCl3) δ 1.10-2.20 (m, 11H); 2.25-2.35 (m, 2H); 2.95-3.05 (m, 2H);... Starting materials: C(C1=CC=CC=C1)N1C2CCC1C1CCC2N1C(C1=CC=C(C(=O)N(CC)CC)C=C1)C1=CC(=CC=C1)OC (4-[(10-benzyl-9,10-diazatricyclo-[4.2.1.12,5]dec-9-yl)-(3-methoxyphenyl)methyl]-N,N-diethylbenzamide), C(C1=CC=CC=C1)N1C2CCC3N(C2CCC13)C(C1=CC=C(C=C1)C(=O)N1CCCC1)C1=CC(=CC=C1)OC ({4-[(7-benzyl-2,7-diazatricyclo[4.4.0.03,8]dec-2-yl)-(3-methoxyphenyl)methyl]phenyl}-pyrrolidin-1-yl-methanone).